From a dataset of the Open Reaction Database (ORD), a public repository of structured organic reaction records. describe an organic reaction: reactants, conditions, products, and yield Reactants: CC(C)(CC=CC(=O)O)NC(=O)OC(C)(C)C, CNC(Cc1ccc2ccccc2c1)C(=O)N(C)C(CNC(=S)NC1CC1)Cc1ccccc1, CCN=C=NCCCN(C)C, CN(C)C=O, CCOC(C)=O, ClCCl, Cl, On1nnc2cccnc21. Product: CN(C(=O)C(Cc1ccc2ccccc2c1)N(C)C(=O)C=CCC(C)(C)NC(=O)OC(C)(C)C)C(CNC(=S)NC1CC1)Cc1ccccc1. RXN SMILES: [C:1]([CH3:2])([CH3:3])([CH3:4])[O:5][C:6](=[O:7])[NH:8][C:9]([CH2:10][CH:11]=[CH:12][C:13](=[O:14])[OH:15])([CH3:16])[CH3:17].[CH2:40]([c:41]1[cH:42][cH:43][cH:44][cH:45][cH:46]1)[CH:47]([CH2:48][NH:49][C:50](=[S:51])[NH:52][CH:53]1[CH2:54][CH2:55]1)[N:56]([C:57]([CH:58]([CH2:59][c:60]1[cH:61][c:62]2[cH:63][cH:64][cH:65][cH:66][c:67]2[cH:68][cH:69]1)[NH:70][CH3:71])=[O:72])[CH3:73].[CH3:29][N:30]([CH3:31])[CH2:32][CH2:33][CH2:34][N:35]=[C:36]=[N:37][CH2:38][CH3:39].[CH3:74][N:75]([CH3:76])[CH:77]=[O:78].[CH3:82][CH2:83][O:84][C:85](=[O:86])[CH3:87].[Cl:79][CH2:80][Cl:81].[ClH:28].[OH:18][n:19]1[c:20]2[n:21][cH:22][cH:23][cH:24][c:25]2[n:26][n:27]1>>[C:1]([CH3:2])([CH3:3])([CH3:4])[O:5][C:6](=[O:7])[NH:8][C:9]([CH2:10][CH:11]=[CH:12][C:13](=[O:15])[N:70]([CH:58]([C:57]([N:56]([CH:47]([CH2:40][c:41]1[cH:42][cH:43][cH:44][cH:45][cH:46]1)[CH2:48][NH:49][C:50](=[S:51])[NH:52][CH:53]1[CH2:54][CH2:55]1)[CH3:73])=[O:72])[CH2:59][c:60]1[cH:61][c:62]2[cH:63][cH:64][cH:65][cH:66][c:67]2[cH:68][cH:69]1)[CH3:71])([CH3:16])[CH3:17]. The reactants are BrC1=CC(=C(C=C1)C(C)N1CCC2(CN(C(CO2)=O)C2CC2)CC1)F (9-[1-(4-bromo-2-fluorophenyl)ethyl]-4-cyclopropyl-1-oxa-4,9-diazaspiro[5.5]undecan-3-one), COC1=CC=C(C=C1)B(O)O ((4-methoxyphenyl)boronic acid), C([O-])([O-])=O.[K+].[K+] (potassium carbonate). Reagents/catalysts: C1=CC=C(C=C1)P([C-]2C=CC=C2)C3=CC=CC=C3.C1=CC=C(C=C1)P([C-]2C=CC=C2)C3=CC=CC=C3.Cl[Pd]Cl.[Fe+2].C(Cl)Cl (PdCl2(dppf) CH2Cl2). The solvent is O1CCOCC1 (1,4-dioxane). Yields the product C1(CC1)N1C(COC2(C1)CCN(CC2)C(C)C2=C(C=C(C=C2)C2=CC=C(C=C2)OC)F)=O (4-cyclopropyl-9-(1-(3-fluoro-4′-methoxy-[1,1′-biphenyl]-4-yl)ethyl)-1-oxa-4,9-diazaspiro[5.5]undecan-3-one). Isolated yield 47.9%. Reaction SMILES: Br[C:2]1[CH:7]=[CH:6][C:5]([CH:8]([N:10]2[CH2:24][CH2:23][C:13]3([O:18][CH2:17][C:16](=[O:19])[N:15]([CH:20]4[CH2:22][CH2:21]4)[CH2:14]3)[CH2:12][CH2:11]2)[CH3:9])=[C:4]([F:25])[CH:3]=1.[CH3:26][O:27][C:28]1[CH:33]=[CH:32][C:31](B(O)O)=[CH:30][CH:29]=1.C(=O)([O-])[O-].[K+].[K+]>O1CCOCC1.C1C=CC(P(C2C=CC=CC=2)[C-]2C=CC=C2)=CC=1.C1C=CC(P(C2C=CC=CC=2)[C-]2C=CC=C2)=CC=1.Cl[Pd]Cl.[Fe+2].C(Cl)Cl>[CH:20]1([N:15]2[CH2:14][C:13]3([CH2:23][CH2:24][N:10]([CH:8]([C:5]4[CH:6]=[CH:7][C:2]([C:31]5[CH:32]=[CH:33][C:28]([O:27][CH3:26])=[CH:29][CH:30]=5)=[CH:3][C:4]=4[F:25])[CH3:9])[CH2:11][CH2:12]3)[O:18][CH2:17][C:16]2=[O:19])[CH2:22][CH2:21]1 |f:2.3.4,6.7.8.9.10|. Reported procedure: A solution of 9-[1-(4-bromo-2-fluorophenyl)ethyl]-4-cyclopropyl-1-oxa-4,9-diazaspiro[5.5]undecan-3-one (0.219 mmol) in 1,4-dioxane (2 mL) was treated with (4-methoxyphenyl)boronic acid (0.241 mmol), PdCl2(dppf)-CH2Cl2 adduct (10.94 μmol), and 2M aq potassium carbonate (0.656 mmol). The reaction vessel was purged with nitrogen and sealed, and the mixture was irradiated in a Biotage Initiator Microwave at 130° C. for 20 min. The resulting black mixture was diluted with water (50 mL) and extracted ... Reactants: C1(=CC=CC=C1)C(C)C (cumene), C1(CCCCC1)C1=CC=CC=C1 (cyclohexylbenzene), C1(CCCCC1)C1=CC=CC=C1 (cyclohexylbenzene), CC(=O)C (acetone). The product is C1(CCCCC1)=O (cyclohexanone), C1(CCCCCCCCCCC1)C1=CC=CC=C1 (cyclododecylbenzene). Reaction SMILES: [C:1]1([CH:7]([CH3:9])[CH3:8])[CH:6]=[CH:5][CH:4]=[CH:3][CH:2]=1.[CH:10]1([C:16]2[CH:21]=[CH:20][CH:19]=[CH:18][CH:17]=2)CCC[CH2:12][CH2:11]1.CC(C)=[O:24]>>[C:1]1(=[O:24])[CH2:6][CH2:5][CH2:4][CH2:3][CH2:2]1.[CH:7]1([C:1]2[CH:6]=[CH:5][CH:4]=[CH:3][CH:2]=2)[CH2:9][CH2:21][CH2:20][CH2:19][CH2:18][CH2:17][CH2:16][CH2:10][CH2:11][CH2:12][CH2:8]1. Procedure: Both the preparation of the starting material prepared by alkylation, e.g. cumene, cyclohexylbenzene (in the Hock process, cyclohexylbenzene gives not acetone but cyclohexanone) and cyclododecylbenzene (in the Hock process, cyclododecylbenzene gives cyclododecanone), and the acid-catalysed cleavage and rearrangement to phenol which follow the oxidation step generally proceed with high selectivity to give high yields. Yields the product Cc1c(F)cc(-n2cc(C#Cc3ccnc(Cl)c3)nc2C)cc1F. RXN SMILES: [CH2:26]1[O:27][CH2:28][CH2:29][CH2:30]1.[Cl:1][c:2]1[n:3][cH:4][cH:5][c:6]([C:8]#[C:9][c:10]2[n:11][c:12]([CH3:23])[n:13](-[c:15]3[cH:16][c:17]([F:22])[cH:18][c:19]([F:21])[cH:20]3)[cH:14]2)[cH:7]1.[I:24][CH3:25]>>[Cl:1][c:2]1[n:3][cH:4][cH:5][c:6]([C:8]#[C:9][c:10]2[n:11][c:12]([CH3:23])[n:13](-[c:15]3[cH:16][c:17]([F:22])[c:18]([CH3:25])[c:19]([F:21])[cH:20]3)[cH:14]2)[cH:7]1. Starting materials: C1CCOC1, Cc1nc(C#Cc2ccnc(Cl)c2)cn1-c1cc(F)cc(F)c1, CI. Starting materials: [Br-], O=C(O)CCCC[P+](c1ccccc1)(c1ccccc1)c1ccccc1, ClCCl, CC(C)C[AlH]CC(C)C, Cc1ccccc1, CS(C)=O, C=COCC, [H-], [Na+], C1=COCCC1, C1=COCC1, Cc1ccc(S(=O)(=O)O)cc1. Yields the product O=C(O)CCCC=P(c1ccccc1)(c1ccccc1)c1ccccc1. As a reaction SMILES: [Br-:39].[C:40](=[O:41])([OH:42])[CH2:43][CH2:44][CH2:45][CH2:46][P+:47]([c:48]1[cH:49][cH:50][cH:51][cH:52][cH:53]1)([c:54]1[cH:55][cH:56][cH:57][cH:58][cH:59]1)[c:60]1[cH:61][cH:62][cH:63][cH:64][cH:65]1.[CH2:77]([Cl:78])[Cl:79].[CH3:28][CH:29]([CH2:30][AlH:31][CH2:32][CH:33]([CH3:34])[CH3:35])[CH3:36].[CH3:66][c:67]1[cH:68][cH:69][cH:70][cH:71][cH:72]1.[CH3:73][S:74](=[O:75])[CH3:76].[CH:12]([O:13][CH2:14][CH3:15])=[CH2:16].[H-:37].[Na+:38].[O:1]1[CH:2]=[CH:3][CH2:4][CH2:5][CH2:6]1.[O:7]1[CH:8]=[CH:9][CH2:10][CH2:11]1.[c:17]1([CH3:18])[cH:19][cH:20][c:21]([S:22]([OH:23])(=[O:24])=[O:25])[cH:26][cH:27]1>>[C:40](=[O:41])([OH:42])[CH2:43][CH2:44][CH2:45][CH:46]=[P:47]([c:48]1[cH:49][cH:50][cH:51][cH:52][cH:53]1)([c:54]1[cH:55][cH:56][cH:57][cH:58][cH:59]1)[c:60]1[cH:61][cH:62][cH:63][cH:64][cH:65]1. Reactants: N1C2=C(OCC1)C=NC=C2 (2,3-dihydro-1H-pyrido[3,4-b][1,4]-oxazine), BrC=1C=C(C(=O)Cl)C=C(C1OC)Br (3,5-dibromo-4-methoxy-benzoyl chloride). Product: BrC=1C=C(C=C(C1OC)Br)C(=O)N1C2=C(OCC1)C=NC=C2 ((3,5-dibromo-4-methoxy-phenyl)-(2,3-dihydro-pyrido[3,4-b][1,4]oxazin-1-yl)-methanone). Reaction SMILES: [NH:1]1[CH2:6][CH2:5][O:4][C:3]2[CH:7]=[N:8][CH:9]=[CH:10][C:2]1=2.[Br:11][C:12]1[CH:13]=[C:14]([CH:18]=[C:19]([Br:23])[C:20]=1[O:21][CH3:22])[C:15](Cl)=[O:16]>>[Br:11][C:12]1[CH:13]=[C:14]([C:15]([N:1]2[CH2:6][CH2:5][O:4][C:3]3[CH:7]=[N:8][CH:9]=[CH:10][C:2]2=3)=[O:16])[CH:18]=[C:19]([Br:23])[C:20]=1[O:21][CH3:22]. Procedure: By the same method as in the step d) of Example 2, 2,3-dihydro-1H-pyrido[3,4-b][1,4]-oxazine (180 mg, 0.587 mmol) and 3,5-dibromo-4-methoxy-benzoyl chloride (193 mg, 0.587 mmol) were reacted to obtain the target compound 5, (3,5-dibromo-4-methoxy-phenyl)-(2,3-dihydro-pyrido[3,4-b][1,4]oxazin-1-yl)-methanone, as white solid (85 mg, 34%). The reactants are C(C)(C)(C)OC(=O)N1CCC(CC1)C(=O)NC=1C=C(C=CC1)C1=NC(=CC(=N1)C=1C(=NC(=NC1)OC)OC)Cl (2-[3-(1-tert-butoxycarbonylpiperidin-4-ylcarbonylamino)phenyl]-6-chloro-4-(2,4-dimethoxypyrimidin-5-yl)pyrimidine), N1CCOCC1 (morpholine). Reaction conditions: temperature 100 celsius. Yield: 29.0%. RXN SMILES: C(OC([N:8]1[CH2:13][CH2:12][CH:11]([C:14]([NH:16][C:17]2[CH:18]=[C:19]([C:23]3[N:28]=[C:27]([C:29]4[C:30]([O:37][CH3:38])=[N:31][C:32]([O:35][CH3:36])=[N:33][CH:34]=4)[CH:26]=[C:25](Cl)[N:24]=3)[CH:20]=[CH:21][CH:22]=2)=[O:15])[CH2:10][CH2:9]1)=O)(C)(C)C.[NH:40]1[CH2:45][CH2:44][O:43][CH2:42][CH2:41]1>C(#N)C>[CH3:36][O:35][C:32]1[N:31]=[C:30]([O:37][CH3:38])[C:29]([C:27]2[CH:26]=[C:25]([N:40]3[CH2:45][CH2:44][O:43][CH2:42][CH2:41]3)[N:24]=[C:23]([C:19]3[CH:20]=[CH:21][CH:22]=[C:17]([NH:16][C:14]([CH:11]4[CH2:12][CH2:13][NH:8][CH2:9][CH2:10]4)=[O:15])[CH:18]=3)[N:28]=2)=[CH:34][N:33]=1. The solvent is C(C)#N (acetonitrile). Procedure: A mixture of 2-[3-(1-tert-butoxycarbonylpiperidin-4-ylcarbonylamino)phenyl]-6-chloro-4-(2,4-dimethoxypyrimidin-5-yl)pyrimidine (0.072 g), morpholine (0.056 g) and acetonitrile (2.5 ml) was stirred under an atmosphere of nitrogen and heated to 100° C. for 5 minutes using microwave radiation. The reaction mixture was evaporated. Toluene was added and the mixture was re-evaporated. Trifluoroacetic acid (3 ml) was added to the material so obtained and the mixture was stirred at ambient temperature f... The product is COC1=NC=C(C(=N1)OC)C1=NC(=NC(=C1)N1CCOCC1)C1=CC(=CC=C1)NC(=O)C1CCNCC1 (4-(2,4-dimethoxypyrimidin-5-yl)-6-morpholino-2-(3-piperidin-4-ylcarbonylaminophenyl)pyrimidine).